This data is from the Open Reaction Database (ORD), a public repository of structured organic reaction records. The task is: describe an organic reaction: reactants, conditions, products, and yield Starting materials: [BH4-], CO, CCO, CN(C)C=O, O=C(c1ccccc1)c1cc(Cl)ccc1O, Oc1ccc(Cl)cc1C(c1ccccc1)n1ccnc1, ClCc1ccc(Cl)cc1Cl, [H-], [Na+], [Na+], O, c1ccccc1, c1c[nH]cn1. The product is Clc1ccc(COc2ccc(Cl)cc2C(c2ccccc2)n2ccnc2)c(Cl)c1. Reaction SMILES: [BH4-:17].[CH3:56][OH:57].[CH3:58][CH2:59][OH:60].[CH3:61][N:62]([CH3:63])[CH:64]=[O:65].[Cl:1][c:2]1[cH:3][cH:4][c:5]([OH:6])[c:7]([C:9]([c:10]2[cH:11][cH:12][cH:13][cH:14][cH:15]2)=[O:16])[cH:8]1.[Cl:24][c:25]1[cH:26][c:27]([CH:32]([c:33]2[cH:34][cH:35][cH:36][cH:37][cH:38]2)[n:39]2[cH:40][n:41][cH:42][cH:43]2)[c:28]([OH:31])[cH:29][cH:30]1.[Cl:46][c:47]1[c:48]([CH2:49][Cl:50])[cH:51][cH:52][c:53]([Cl:55])[cH:54]1.[H-:44].[Na+:18].[Na+:45].[OH2:66].[cH:67]1[cH:68][cH:69][cH:70][cH:71][cH:72]1.[nH:19]1[cH:20][cH:21][n:22][cH:23]1>>[Cl:24][c:25]1[cH:26][c:27]([CH:32]([c:33]2[cH:34][cH:35][cH:36][cH:37][cH:38]2)[n:39]2[cH:40][n:41][cH:42][cH:43]2)[c:28]([O:31][CH2:49][c:48]2[c:47]([Cl:46])[cH:54][c:53]([Cl:55])[cH:52][cH:51]2)[cH:29][cH:30]1.